This data is from the Open Reaction Database (ORD), a public repository of structured organic reaction records. The task is: describe an organic reaction: reactants, conditions, products, and yield Starting materials: COC(CCCCC1=CC2=C(O1)C[C@H]([C@@H]2CO)OC2OCCCC2)=O (5-[(4S,5R)-4-Hydroxymethyl-5-(tetrahydropyran-2-yloxy)-5,6-dihydro-4H-cyclopenta[b]furan-2-yl]-pentanoic Acid Methyl Ester), S(=O)(=O)([O-])[O-].[Mg+2] (magnesium sulfate), C(C)(=O)[O-].[Na+] (sodium acetate), [Cr](=O)(=O)([O-])Cl.[NH+]1=CC=CC=C1 (pyridinium chlorochromate). Run in C(Cl)Cl (methylene chloride), C(C)(C)O (isopropanol), N1=CC=CC=C1 (pyridine), CCOCC (ether). Conditions: time 50 minute. Yields the product COC(CCCCC1=CC2=C(O1)C[C@H]([C@@H]2C=O)OC2OCCCC2)=O (5-[(4R,5R)-4-Formyl-5-(tetrahydropyran-2-yloxy)-5,6-dihydro-4H-cyclopenta[b]furan-2-yl]pentanoic Acid Methyl Ester). The yield is 55.4%. As a reaction SMILES: [CH3:1][O:2][C:3](=[O:25])[CH2:4][CH2:5][CH2:6][CH2:7][C:8]1[O:12][C:11]2[CH2:13][C@@H:14]([O:18][CH:19]3[CH2:24][CH2:23][CH2:22][CH2:21][O:20]3)[C@H:15]([CH2:16][OH:17])[C:10]=2[CH:9]=1.C([O-])(=O)C.[Na+].[Cr](Cl)([O-])(=O)=O.[NH+]1C=CC=CC=1.S([O-])([O-])(=O)=O.[Mg+2]>C(Cl)Cl.CCOCC.N1C=CC=CC=1.C(O)(C)C>[CH3:1][O:2][C:3](=[O:25])[CH2:4][CH2:5][CH2:6][CH2:7][C:8]1[O:12][C:11]2[CH2:13][C@@H:14]([O:18][CH:19]3[CH2:24][CH2:23][CH2:22][CH2:21][O:20]3)[C@H:15]([CH:16]=[O:17])[C:10]=2[CH:9]=1 |f:1.2,3.4,5.6|. Reported procedure: A solution of 590 mg of the alcohol prepared in Example 13 in 75 ml of methylene chloride is combined with 271 mg of sodium acetate and 534 mg of pyridinium chlorochromate, and the mixture is stirred under argon for 50 minutes. The mixture is combined with a solution of 0.25 ml of isopropanol and 0.5 ml of pyridine in 50 ml of ether and further stirred for 10 minutes. Subsequently 7.5 g of magnesium sulfate is introduced, the reaction solution is filtered, and the residue is washed with ether. T... Starting materials: C(C)(C)(C)C1=C(C(=CC(=C1)C(C)(C)C)C=NC1=C(C=CC=C1Br)Br)O (2,4-bis(tert-butyl)-6-[[(2,6-dibromophenyl)imino]methyl]phenol), FC1=C(N)C(=C(C(=C1F)F)F)F (2,3,4,5,6-pentafluoroaniline), C(C)(C)(C)C=1C(=C(C=O)C=C(C1)C(C)(C)C)O (3,5-di-tert-butyl-2-hydroxybenzaldehyde). Product: C(C)(C)(C)C1=C(C(=CC(=C1)C(C)(C)C)C=NC1=C(C(=C(C(=C1F)F)F)F)F)O (2,4-bis(tert-butyl)-6-[[(2,3,4,5,6-pentafluorophenyl) imino]methyl]phenol). RXN SMILES: [C:1]([C:5]1[CH:10]=[C:9]([C:11]([CH3:14])([CH3:13])[CH3:12])[CH:8]=[C:7]([CH:15]=NC2C(Br)=CC=CC=2Br)[C:6]=1[OH:25])([CH3:4])([CH3:3])[CH3:2].[F:26][C:27]1[C:33]([F:34])=[C:32]([F:35])[C:31]([F:36])=[C:30]([F:37])[C:28]=1[NH2:29].C(C1C(O)=C(C=C(C(C)(C)C)C=1)C=O)(C)(C)C>>[C:1]([C:5]1[CH:10]=[C:9]([C:11]([CH3:14])([CH3:13])[CH3:12])[CH:8]=[C:7]([CH:15]=[N:29][C:28]2[C:27]([F:26])=[C:33]([F:34])[C:32]([F:35])=[C:31]([F:36])[C:30]=2[F:37])[C:6]=1[OH:25])([CH3:4])([CH3:3])[CH3:2]. Procedure: Employing an analogous procedure to that described above for the synthesis of 2,4-bis(tert-butyl)-6-[[(2,6-dibromophenyl)imino]methyl]phenol, 2,3,4,5,6-pentafluoroaniline (0.54 g, 2.9 mmol) was added to 3,5-di-tert-butyl-2-hydroxybenzaldehyde (0.70 g, 2.9 mmol). The product was purified by recrystallisation from hot MeOH and isolated as yellow crystals. Starting materials: COC(C)(C)C, CCOC(=O)C1CSC(c2ccc(OC)cc2OC)=N1, [Na+], [OH-]. Yields the product COc1ccc(C2=NC(C(=O)O)CS2)c(OC)c1. RXN SMILES: [C:23]([O:24][CH3:25])([CH3:26])([CH3:27])[CH3:28].[CH2:1]([CH3:2])[O:3][C:4](=[O:5])[CH:6]1[N:7]=[C:8]([c:11]2[c:12]([O:19][CH3:20])[cH:13][c:14]([O:17][CH3:18])[cH:15][cH:16]2)[S:9][CH2:10]1.[Na+:22].[OH-:21]>>[O:3]=[C:4]([OH:5])[CH:6]1[N:7]=[C:8]([c:11]2[c:12]([O:19][CH3:20])[cH:13][c:14]([O:17][CH3:18])[cH:15][cH:16]2)[S:9][CH2:10]1. Reported procedure: Example 36 was prepared from 3-azido-N-(5-tert-butyl-3-methanesulfonylamino-2-methoxy-phenyl)-4-methyl-benzamide and 2-benzenesulfonyl-5-ethynyl-1-methyl-1H-imidazole in the same manner as Example 15. ESI MS m/z 678 [C32H35N7O6S+H]+. Reactants: N(=[N+]=[N-])C=1C=C(C(=O)NC2=C(C(=CC(=C2)C(C)(C)C)NS(=O)(=O)C)OC)C=CC1C (3-azido-N-(5-tert-butyl-3-methanesulfonylamino-2-methoxy-phenyl)-4-methyl-benzamide), C1(=CC=CC=C1)S(=O)(=O)C=1N(C(=CN1)C#C)C (2-benzenesulfonyl-5-ethynyl-1-methyl-1H-imidazole). As a reaction SMILES: [N:1]([C:4]1[CH:5]=[C:6]([CH:27]=[CH:28][C:29]=1[CH3:30])[C:7]([NH:9][C:10]1[CH:15]=[C:14]([C:16]([CH3:19])([CH3:18])[CH3:17])[CH:13]=[C:12]([NH:20][S:21]([CH3:24])(=[O:23])=[O:22])[C:11]=1[O:25][CH3:26])=[O:8])=[N+:2]=[N-:3].[C:31]1([S:37]([C:40]2[N:41]([CH3:47])[C:42]([C:45]#[CH:46])=[CH:43][N:44]=2)(=[O:39])=[O:38])[CH:36]=[CH:35][CH:34]=[CH:33][CH:32]=1>>[C:31]1([S:37]([C:40]2[N:41]([CH3:47])[C:42]([C:45]3[N:3]=[N:2][N:1]([C:4]4[CH:5]=[C:6]([CH:27]=[CH:28][C:29]=4[CH3:30])[C:7]([NH:9][C:10]4[CH:15]=[C:14]([C:16]([CH3:18])([CH3:19])[CH3:17])[CH:13]=[C:12]([NH:20][S:21]([CH3:24])(=[O:22])=[O:23])[C:11]=4[O:25][CH3:26])=[O:8])[CH:46]=3)=[CH:43][N:44]=2)(=[O:38])=[O:39])[CH:32]=[CH:33][CH:34]=[CH:35][CH:36]=1. Product: C1(=CC=CC=C1)S(=O)(=O)C1=NC=C(N1C)C=1N=NN(C1)C=1C=C(C(=O)NC2=C(C(=CC(=C2)C(C)(C)C)NS(=O)(=O)C)OC)C=CC1C (3-[4-(2-Benzenesulfonyl-3-methyl-3H-imidazol-4-yl)-[1,2,3]triazol-1-yl]-N-(5-tert-butyl-3-methanesulfonylamino-2-methoxy-phenyl)-4-methyl-benzamide). The reactants are COC(=O)N1CC[C@@H]2[C@](CCC[C@H]12)(C#CC=1C=C(C=CC1)C)O ((3aS,4R,7aS)-4-hydroxy-4-m-tolylethynyl-octahydro-indole-1-carboxylic acid methyl ester), C(C)(C)(C)OC(=O)NCCC(=O)O (3-tert-butoxycarbonylamino-propionic acid). Yields the product COC(=O)N1CC[C@H]2[C@@](CCC[C@@H]12)(C#CC=1C=C(C=CC1)C)OC(CCNC(=O)OC(C)(C)C)=O ((3aR,4S,7aR)-4-(3-tert-butoxycarbonylamino-propionyloxy)-4-m-tolylethynyl-octahydro-indole-1-carboxylic acid methyl ester). RXN SMILES: [CH3:1][O:2][C:3]([N:5]1[C@@H:13]2[C@@H:8]([C@@:9]([OH:23])([C:14]#[C:15][C:16]3[CH:17]=[C:18]([CH3:22])[CH:19]=[CH:20][CH:21]=3)[CH2:10][CH2:11][CH2:12]2)[CH2:7][CH2:6]1)=[O:4].[C:24]([O:28][C:29]([NH:31][CH2:32][CH2:33][C:34](O)=[O:35])=[O:30])([CH3:27])([CH3:26])[CH3:25]>>[CH3:1][O:2][C:3]([N:5]1[C@H:13]2[C@H:8]([C@:9]([O:23][C:34](=[O:35])[CH2:33][CH2:32][NH:31][C:29]([O:28][C:24]([CH3:26])([CH3:25])[CH3:27])=[O:30])([C:14]#[C:15][C:16]3[CH:17]=[C:18]([CH3:22])[CH:19]=[CH:20][CH:21]=3)[CH2:10][CH2:11][CH2:12]2)[CH2:7][CH2:6]1)=[O:4]. Reported procedure: Synthesis in analogy to the General Method 1 starting from (3aS,4R,7aS)-4-hydroxy-4-m-tolylethynyl-octahydro-indole-1-carboxylic acid methyl ester and 3-tert-butoxycarbonylamino-propionic acid to yield (3aR,4S,7aR)-4-(3-tert-butoxycarbonylamino-propionyloxy)-4-m-tolylethynyl-octahydro-indole-1-carboxylic acid methyl ester. This NBoc-protected product was then stirred in hydrochloric acid dioxane solution (4M, 10 equiv.) at room temperature for 6 hrs. Subsequently the solvent was removed the resi... The reactants are C(C)(C)(C)OC(=O)N1CCC(CC1)COC1=CC=C(C=C1)N(C)C (1-tert-Butyloxycarbonyl-4-[(4-dimethylaminophenyloxy)methyl]piperidine), FC(C(=O)O)(F)F (trifluoroacetic acid). Conditions: time 10 minute. Yields the product CN(C1=CC=C(C=C1)OCC1CCNCC1)C (4-[(4-dimethylaminophenyloxy)methyl]piperidine). The yield is 142.7%. As a reaction SMILES: C(OC([N:8]1[CH2:13][CH2:12][CH:11]([CH2:14][O:15][C:16]2[CH:21]=[CH:20][C:19]([N:22]([CH3:24])[CH3:23])=[CH:18][CH:17]=2)[CH2:10][CH2:9]1)=O)(C)(C)C.FC(F)(F)C(O)=O>>[CH3:23][N:22]([CH3:24])[C:19]1[CH:18]=[CH:17][C:16]([O:15][CH2:14][CH:11]2[CH2:12][CH2:13][NH:8][CH2:9][CH2:10]2)=[CH:21][CH:20]=1. Reported procedure: To 1-tert-Butyloxycarbonyl-4-[(4-dimethylaminophenyloxy)methyl]piperidine (0.1 g) obtained in Example 13 was added trifluoroacetic acid (0.5 ml) followed by stirring at room temperature for 10 minutes. The reaction mixture was concentrated under reduced pressure, and the concentrate was diluted with methylene chloride (100 ml) and washed with aqueous saturated solution of sodium bicarbonate. The organic layer was separated, dried over sodium sulfate and concentrated under reduced pressure. The r...